This data is from the Open Reaction Database (ORD), a public repository of structured organic reaction records. The task is: describe an organic reaction: reactants, conditions, products, and yield Reactants: C(=O)=O (CO2), C(C)(=O)CC(C)=O (acetylacetone), dolomite, ClCC=O (chloracetaldehyde). Solvent: N1=CC=CC=C1 (pyridine). Run at time 4.5 hour. The product is CC=1OC=CC1C(C)=O (2-methyl-3-acetylfuran). As a reaction SMILES: [C:1]([CH2:4][C:5](=[O:7])[CH3:6])(=[O:3])[CH3:2].Cl[CH2:9][CH:10]=O.C(=O)=O>N1C=CC=CC=1>[CH3:2][C:1]1[O:3][CH:9]=[CH:10][C:4]=1[C:5](=[O:7])[CH3:6]. Procedure: To 100.12 g acetylacetone, 44 g dolomite powder and 4 ml pyridine (5 mol%) are added as described in example 1, whereafter 174.4 g 45% aqueous chloracetaldehyde solution is added, with stirring. Stirring is continued at 70° C. for 4.5 hours, and then another hour at 75° C. The CO2 -volume generated is 10.8 liter at room temperature. Workup occurs as in example 1. A fraction is collected at temperatures from 59°-61° C. at 11 torr; it amounts to 93.56 corresponding to 75.5% of the theoretical. Reactants: C(C(C)C)C1=NC2=CC=C(C=C2C(=C1CNC(OC(C)(C)C)=O)C1=CC=C(C=C1)C)OS(=O)(=O)C(F)(F)F (tert-butyl [2-isobutyl-4-(4-methylphenyl)-6-trifluoromethanesulfonyloxy-quinolin-3-yl]methylcarbamate), [B] (boron), complex, C(C)(=O)[O-].[K+] (potassium acetate), ClC=1SC=CN1 (2-chlorothiazole), C([O-])([O-])=O.[K+].[K+] (potassium carbonate). The reagents and catalysts are C1=CC=C(C=C1)P([C-]2C=CC=C2)C3=CC=CC=C3.C1=CC=C(C=C1)P([C-]2C=CC=C2)C3=CC=CC=C3.Cl[Pd]Cl.[Fe+2].ClCCl ([1,1′-bis(diphenylphosphino)ferrocene]dichloropalladium dichloromethane), C=1C=CC(=CC1)[P](C=2C=CC=CC2)(C=3C=CC=CC3)[Pd]([P](C=4C=CC=CC4)(C=5C=CC=CC5)C=6C=CC=CC6)([P](C=7C=CC=CC7)(C=8C=CC=CC8)C=9C=CC=CC9)[P](C=1C=CC=CC1)(C=1C=CC=CC1)C=1C=CC=CC1 (tetrakis(triphenylphosphine)palladium). The solvent is O (water), CS(=O)C (dimethyl sulfoxide), O (water), O (water), C1(=CC=CC=C1)C (toluene), C(C)O (ethanol). Reaction conditions: temperature 100 celsius, time 15 minute. The product is C(C)(C)(C)OC(=O)NCC=1C(=NC2=CC=C(C=C2C1C1=CC=C(C=C1)C)C=1SC=C(N1)C(=O)O)CC(C)C (2-[3-{[(tert-butoxycarbonyl)amino]methyl}-2-isobutyl-4-(4-methylphenyl)quinolin-6-yl]-1,3-thiazole-4-carboxylic acid). Isolated yield 35.5%. RXN SMILES: [CH2:1]([C:5]1[C:14]([CH2:15][NH:16][C:17](=[O:23])[O:18][C:19]([CH3:22])([CH3:21])[CH3:20])=[C:13]([C:24]2[CH:29]=[CH:28][C:27]([CH3:30])=[CH:26][CH:25]=2)[C:12]2[C:7](=[CH:8][CH:9]=[C:10](OS(C(F)(F)F)(=O)=O)[CH:11]=2)[N:6]=1)[CH:2]([CH3:4])[CH3:3].[B].[C:40]([O-:43])(=[O:42])[CH3:41].[K+].Cl[C:46]1[S:47][CH:48]=C[N:50]=1.C(=O)([O-])[O-].[K+].[K+]>C1C=CC(P(C2C=CC=CC=2)[C-]2C=CC=C2)=CC=1.C1C=CC(P(C2C=CC=CC=2)[C-]2C=CC=C2)=CC=1.Cl[Pd]Cl.[Fe+2].ClCCl.C1C=CC([P]([Pd]([P](C2C=CC=CC=2)(C2C=CC=CC=2)C2C=CC=CC=2)([P](C2C=CC=CC=2)(C2C=CC=CC=2)C2C=CC=CC=2)[P](C2C=CC=CC=2)(C2C=CC=CC=2)C2C=CC=CC=2)(C2C=CC=CC=2)C2C=CC=CC=2)=CC=1.O.C1(C)C=CC=CC=1.C(O)C.CS(C)=O>[C:19]([O:18][C:17]([NH:16][CH2:15][C:14]1[C:5]([CH2:1][CH:2]([CH3:3])[CH3:4])=[N:6][C:7]2[C:12]([C:13]=1[C:24]1[CH:29]=[CH:28][C:27]([CH3:30])=[CH:26][CH:25]=1)=[CH:11][C:10]([C:46]1[S:47][CH:48]=[C:41]([C:40]([OH:43])=[O:42])[N:50]=1)=[CH:9][CH:8]=2)=[O:23])([CH3:20])([CH3:21])[CH3:22] |f:2.3,5.6.7,8.9.10.11.12,^1:103,105,124,143|. Procedure details: A mixture of tert-butyl [2-isobutyl-4-(4-methylphenyl)-6-trifluoromethanesulfonyloxy-quinolin-3-yl]methylcarbamate (0.50 g, 0.90 mmol), boron bispinacolate (0.25 g, 1.0 mmol), [1,1′-bis(diphenylphosphino)ferrocene]dichloropalladium-dichloromethane (1:1) complex (0.020 g, 0.027 mmol), potassium acetate (0.27 g, 2.7 mmol) and dimethyl sulfoxide (20 ml) was stirred under an argon atmosphere at 100° C. for 15 min. The reaction mixture was poured into water and extracted with ethyl acetate. The extra... Starting materials: CC1(C(=O)O)CCC(C(=O)O)C1(C)C, CC(=O)OC(C)=O. Product: CC12CCC(C(=O)OC1=O)C2(C)C. RXN SMILES: [C:1]([C:2]1([CH3:3])[C:4]([CH3:5])([CH3:6])[CH:7]([C:8](=[O:9])[OH:10])[CH2:11][CH2:12]1)(=[O:13])[OH:14].[CH3:15][C:16]([O:17][C:18]([CH3:19])=[O:20])=[O:21]>>[C:1]1(=[O:13])[C:2]2([CH3:3])[C:4]([CH3:5])([CH3:6])[CH:7]([C:8](=[O:10])[O:14]1)[CH2:11][CH2:12]2.